This data is from the Open Reaction Database (ORD), a public repository of structured organic reaction records. The task is: describe an organic reaction: reactants, conditions, products, and yield The reactants are BrC1=C(OCC(=O)N(NC(=O)C2=CSC=C2)C(C)C)C=CC(=C1)F (thiophene-3-carboxylic acid N′-[2-(2-bromo-4-fluoro-phenoxy)-acetyl]-N′-isopropyl-hydrazide), C(=O)([O-])[O-].[Na+].[Na+] (Na2CO3), FC(OC1=C(C=CC=C1)B(O)O)(F)F (2-trifluoromethoxyphenylboronic acid), Pd[PPh3]4. The solvent is COCCOC (DME). Product: FC=1C=CC(=C(C1)C1=C(C=CC=C1)OC(F)(F)F)OCC(=O)N(NC(=O)C1=CSC=C1)C(C)C (thiophene-3-carboxylic acid N′-[2-(5-fluoro-2′-trifluoromethoxy-biphenyl-2-yloxy)-acetyl]-N′-isopropyl hydrazide). Isolated yield 63.1%. Reaction SMILES: Br[C:2]1[CH:23]=[C:22]([F:24])[CH:21]=[CH:20][C:3]=1[O:4][CH2:5][C:6]([N:8]([CH:17]([CH3:19])[CH3:18])[NH:9][C:10]([C:12]1[CH:16]=[CH:15][S:14][CH:13]=1)=[O:11])=[O:7].C([O-])([O-])=O.[Na+].[Na+].[F:31][C:32]([F:44])([F:43])[O:33][C:34]1[CH:39]=[CH:38][CH:37]=[CH:36][C:35]=1B(O)O>COCCOC>[F:24][C:22]1[CH:21]=[CH:20][C:3]([O:4][CH2:5][C:6]([N:8]([CH:17]([CH3:19])[CH3:18])[NH:9][C:10]([C:12]2[CH:16]=[CH:15][S:14][CH:13]=2)=[O:11])=[O:7])=[C:2]([C:35]2[CH:36]=[CH:37][CH:38]=[CH:39][C:34]=2[O:33][C:32]([F:31])([F:44])[F:43])[CH:23]=1 |f:1.2.3|. Reported procedure: A solution of thiophene-3-carboxylic acid N′-[2-(2-bromo-4-fluoro-phenoxy)-acetyl]-N′-isopropyl-hydrazide (251 mg, 0.60 mmol) in DME (5 ml)/2M Na2CO3 (1.05 ml, 2.12 mmol) was with 2-trifluoromethoxyphenylboronic acid (187 mg, 0.91 mmol) and Pd[PPh3]4 (140 mg, 0.12 mmol) in a microwave oven at 150° C. for 10 min. The reaction mixture was partitioned between water and DCM. The organic layer was washed with brine, dried over sodium sulfate, filtered, and concentrated. The crude was adsorbed on sili...